Dataset: the Open Reaction Database (ORD), a public repository of structured organic reaction records. Task: describe an organic reaction: reactants, conditions, products, and yield Starting materials: CC1CCCO1, CN(C)C=O, CCOC(C)=O, CC(C)(C)[O-], Oc1ccc(Cl)nc1, COC(=O)c1ccc(F)cc1F, [K+]. Yields the product COC(=O)c1ccc(F)cc1Oc1ccc(Cl)nc1. RXN SMILES: [CH3:27][CH:28]1[CH2:29][CH2:30][CH2:31][O:32]1.[CH3:33][N:34]([CH3:35])[CH:36]=[O:37].[CH3:38][CH2:39][O:40][C:41](=[O:42])[CH3:43].[CH3:9][C:10]([CH3:11])([O-:12])[CH3:13].[Cl:1][c:2]1[cH:3][cH:4][c:5]([OH:8])[cH:6][n:7]1.[F:15][c:16]1[c:17]([C:18](=[O:19])[O:20][CH3:21])[cH:22][cH:23][c:24]([F:26])[cH:25]1.[K+:14]>>[Cl:1][c:2]1[cH:3][cH:4][c:5]([O:8][c:16]2[c:17]([C:18](=[O:19])[O:20][CH3:21])[cH:22][cH:23][c:24]([F:26])[cH:25]2)[cH:6][n:7]1. The reactants are C(C)(C)(C)C1=CC(=C(C=N1)C=1N([C@]([C@](N1)(C)C1=CC=C(C=C1)Cl)(C)C1=CC=C(C=C1)Cl)C(=O)N1CCNCC1)OCC ([(4S,5R)-2-(6-tert-Butyl-4-ethoxy-pyridin-3-yl)-4,5-bis-(4-chloro-phenyl)-4,5-dimethyl-4,5-dihydro-imidazol-1-yl]-piperazin-1-yl-methanone), C[Si](C)(C)N=C=O (trimethylsilyl isocyanate). Yields the product C(C)(C)(C)C1=CC(=C(C=N1)C=1N([C@]([C@](N1)(C)C1=CC=C(C=C1)Cl)(C)C1=CC=C(C=C1)Cl)C(=O)N1CCN(CC1)C(=O)N)OCC (4-[(4S,5R)-2-(6-tert-Butyl-4-ethoxy-pyridin-3-yl)-4,5-bis-(4-chloro-phenyl)-4,5-dimethyl-4,5-dihydro-imidazole-1-carbonyl]-piperazine-1-carboxylic acid amide). Reaction SMILES: [C:1]([C:5]1[N:10]=[CH:9][C:8]([C:11]2[N:12]([C:32]([N:34]3[CH2:39][CH2:38][NH:37][CH2:36][CH2:35]3)=[O:33])[C@@:13]([C:25]3[CH:30]=[CH:29][C:28]([Cl:31])=[CH:27][CH:26]=3)([CH3:24])[C@@:14]([C:17]3[CH:22]=[CH:21][C:20]([Cl:23])=[CH:19][CH:18]=3)([CH3:16])[N:15]=2)=[C:7]([O:40][CH2:41][CH3:42])[CH:6]=1)([CH3:4])([CH3:3])[CH3:2].C[Si]([N:47]=[C:48]=[O:49])(C)C>>[C:1]([C:5]1[N:10]=[CH:9][C:8]([C:11]2[N:12]([C:32]([N:34]3[CH2:39][CH2:38][N:37]([C:48]([NH2:47])=[O:49])[CH2:36][CH2:35]3)=[O:33])[C@@:13]([C:25]3[CH:30]=[CH:29][C:28]([Cl:31])=[CH:27][CH:26]=3)([CH3:24])[C@@:14]([C:17]3[CH:18]=[CH:19][C:20]([Cl:23])=[CH:21][CH:22]=3)([CH3:16])[N:15]=2)=[C:7]([O:40][CH2:41][CH3:42])[CH:6]=1)([CH3:2])([CH3:3])[CH3:4]. Procedure details: In a manner analogous to the method described in example 160, [(4S,5R)-2-(6-tert-butyl-4-ethoxy-pyridin-3-yl)-4,5-bis-(4-chloro-phenyl)-4,5-dimethyl-4,5-dihydro-imidazol-1-yl]-piperazin-1-yl-methanone (example 185) was reacted with trimethylsilyl isocyanate (TCI-US) to give the title compound. HR-MS (ES, m/z) calculated for C34H41Cl2N6O3 [(M+H)+] 651.2612, observed 651.2608. The reactants are COC1=CC=CC2=C1C[C@H]1CCN[C@H]1C2 (cis-2,3,3a,4,9,9a-hexahydro-5-methoxy-1H-benz[f]indole), C1(=CC=CC=C1)C1=CC=C(C(=O)NCCCC=O)C=C1 (4-(4-phenylbenzoylamino)butyraldehyde), C(C)(=O)O[BH-](OC(C)=O)OC(C)=O.[Na+] (sodium triacetoxyborohydride), ClC(C)Cl (dichioroethane). Reaction conditions: time 18 hour. The product is Cl.COC1=CC=CC2=C1C[C@H]1CCN([C@H]1C2)CCCCNC(C2=CC=C(C=C2)C2=CC=CC=C2)=O (cis-2,3,3a,4,9,9a-Hexahydro-5-methoxy-1-(4-(4-phenylbenzoylamino)butyl)-1H-benz[f]indole Hydrochloride). The yield is 38.0%. As a reaction SMILES: [CH3:1][O:2][C:3]1[C:8]2[CH2:9][C@@H:10]3[C@H:14]([CH2:15][C:7]=2[CH:6]=[CH:5][CH:4]=1)[NH:13][CH2:12][CH2:11]3.[C:16]1([C:22]2[CH:35]=[CH:34][C:25]([C:26]([NH:28][CH2:29][CH2:30][CH2:31][CH:32]=O)=[O:27])=[CH:24][CH:23]=2)[CH:21]=[CH:20][CH:19]=[CH:18][CH:17]=1.C(O[BH-](OC(=O)C)OC(=O)C)(=O)C.[Na+].[Cl:50]C(Cl)C>>[ClH:50].[CH3:1][O:2][C:3]1[C:8]2[CH2:9][C@@H:10]3[C@H:14]([CH2:15][C:7]=2[CH:6]=[CH:5][CH:4]=1)[N:13]([CH2:32][CH2:31][CH2:30][CH2:29][NH:28][C:26](=[O:27])[C:25]1[CH:34]=[CH:35][C:22]([C:16]2[CH:21]=[CH:20][CH:19]=[CH:18][CH:17]=2)=[CH:23][CH:24]=1)[CH2:12][CH2:11]3 |f:2.3,5.6|. Reported procedure: A mixture of cis-2,3,3a,4,9,9a-hexahydro-5-methoxy-1H-benz[f]indole (D17, 0.08 g, 0.39 mmol), 4-(4-phenylbenzoylamino)butyraldehyde (0.11 g, 0.40 mmol), and sodium triacetoxyborohydride (0.13 g, 0.61 mmol) in dichioroethane (20 ml), was stirred at room temperature for 18 h. Resulting mixture was partitioned between saturated aqueous NaHCO3 (20 ml) and dichloromethane (3×10 ml). The combined extracts were dried (Na2SO4) and evaporated in vacuo to give an oil. Chromatography on silica using 0-4% m... Reactants: O=C([O-])[O-], CCc1nc2ccccc2[nH]1, CC(C)(O)C1CCN(C(=O)Cc2nc3c(N4CCOCC4)nc(Cl)nc3s2)CC1, [Cs+], [Cs+], C1COCCO1, O=C(C=Cc1ccccc1)C=Cc1ccccc1, O=C(C=Cc1ccccc1)C=Cc1ccccc1, O=C(C=Cc1ccccc1)C=Cc1ccccc1, [Pd], [Pd]. The product is CCc1nc2ccccc2n1-c1nc(N2CCOCC2)c2nc(CC(=O)N3CCC(C(C)(C)O)CC3)sc2n1. As a reaction SMILES: [C:41](=[O:42])([O-:43])[O-:44].[CH2:30]([CH3:31])[c:32]1[nH:33][c:34]2[c:35]([n:36]1)[cH:37][cH:38][cH:39][cH:40]2.[Cl:1][c:2]1[n:3][c:4]([N:24]2[CH2:25][CH2:26][O:27][CH2:28][CH2:29]2)[c:5]2[c:6]([n:7]1)[s:8][c:9]([CH2:11][C:12](=[O:13])[N:14]1[CH2:15][CH2:16][CH:17]([C:20]([CH3:21])([CH3:22])[OH:23])[CH2:18][CH2:19]1)[n:10]2.[Cs+:45].[Cs+:46].[O:47]1[CH2:48][CH2:49][O:50][CH2:51][CH2:52]1.[O:55]=[C:56]([CH:57]=[CH:58][c:59]1[cH:60][cH:61][cH:62][cH:63][cH:64]1)[CH:65]=[CH:66][c:67]1[cH:68][cH:69][cH:70][cH:71][cH:72]1.[O:73]=[C:74]([CH:75]=[CH:76][c:77]1[cH:78][cH:79][cH:80][cH:81][cH:82]1)[CH:83]=[CH:84][c:85]1[cH:86][cH:87][cH:88][cH:89][cH:90]1.[O:91]=[C:92]([CH:93]=[CH:94][c:95]1[cH:96][cH:97][cH:98][cH:99][cH:100]1)[CH:101]=[CH:102][c:103]1[cH:104][cH:105][cH:106][cH:107][cH:108]1.[Pd:53].[Pd:54]>>[c:2]1(-[n:33]2[c:32]([CH2:30][CH3:31])[n:36][c:35]3[c:34]2[cH:40][cH:39][cH:38][cH:37]3)[n:3][c:4]([N:24]2[CH2:25][CH2:26][O:27][CH2:28][CH2:29]2)[c:5]2[c:6]([n:7]1)[s:8][c:9]([CH2:11][C:12](=[O:13])[N:14]1[CH2:15][CH2:16][CH:17]([C:20]([CH3:21])([CH3:22])[OH:23])[CH2:18][CH2:19]1)[n:10]2. Reactants: C(C=C)OC(=O)N1[C@@H](C[C@@H](C1)SC1=C(N2C([C@@H]([C@H]2[C@H]1C)[C@@H](C)O)=O)C(=O)OCC=C)COCC(C)F (allyl (4R,5S,6S)-3-[(2S,4S)-1-allyloxycarbonyl-2-(2-fluoropropyl)oxymethylpyrrolidin-4-yl]thio-6-[(1R)-1-hydroxyethyl]-4-methyl-7-oxo-1-azabicyclo[3.2.0]hept-2-ene-2-carboxylate), C(C)O (ethanol), C1(=CC=CC=C1)P(C1=CC=CC=C1)C1=CC=CC=C1 (triphenylphosphine), N1CCOCC1 (morpholine). The reagents and catalysts are C=1C=CC(=CC1)[P](C=2C=CC=CC2)(C=3C=CC=CC3)[Pd]([P](C=4C=CC=CC4)(C=5C=CC=CC5)C=6C=CC=CC6)([P](C=7C=CC=CC7)(C=8C=CC=CC8)C=9C=CC=CC9)[P](C=1C=CC=CC1)(C=1C=CC=CC1)C=1C=CC=CC1 (tetrakis(triphenylphosphine)palladium(0)). Run in O (water), C(C)(=O)OCC (ethyl acetate), O1CCCC1 (tetrahydrofuran), O (water). Yields the product FC(COC[C@H]1NC[C@H](C1)SC1=C(N2C([C@@H]([C@H]2[C@H]1C)[C@@H](C)O)=O)C(=O)O)C ((4R,5S,6S)-3-[(2S,4S)-2-(2-fluoropropyl)oxymethylpyrrolidin-4-yl]thio-6-[( 1R)-1-hydroxyethyl]-4-methyl-7-oxo-1-azabicyclo[3.2.0]hept-2-ene-2-carboxylic acid). Yield: 100.9%. As a reaction SMILES: C(OC([N:7]1[CH2:11][C@@H:10]([S:12][C:13]2[C@H:19]([CH3:20])[C@H:18]3[N:15]([C:16](=[O:24])[C@@H:17]3[C@H:21]([OH:23])[CH3:22])[C:14]=2[C:25]([O:27]CC=C)=[O:26])[CH2:9][C@H:8]1[CH2:31][O:32][CH2:33][CH:34]([F:36])[CH3:35])=O)C=C.C(O)C.C1(P(C2C=CC=CC=2)C2C=CC=CC=2)C=CC=CC=1.N1CCOCC1>O1CCCC1.C1C=CC([P]([Pd]([P](C2C=CC=CC=2)(C2C=CC=CC=2)C2C=CC=CC=2)([P](C2C=CC=CC=2)(C2C=CC=CC=2)C2C=CC=CC=2)[P](C2C=CC=CC=2)(C2C=CC=CC=2)C2C=CC=CC=2)(C2C=CC=CC=2)C2C=CC=CC=2)=CC=1.O.C(OCC)(=O)C>[F:36][CH:34]([CH3:35])[CH2:33][O:32][CH2:31][C@@H:8]1[CH2:9][C@H:10]([S:12][C:13]2[C@H:19]([CH3:20])[C@H:18]3[N:15]([C:16](=[O:24])[C@@H:17]3[C@H:21]([OH:23])[CH3:22])[C:14]=2[C:25]([OH:27])=[O:26])[CH2:11][NH:7]1 |^1:73,75,94,113|. Procedure details: To a solution of allyl (4R,5S,6S)-3-[(2S,4S)-1-allyloxycarbonyl-2-(2-fluoropropyl)oxymethylpyrrolidin-4-yl]thio-6-[(1R)-1-hydroxyethyl]-4-methyl-7-oxo-1-azabicyclo[3.2.0]hept-2-ene-2-carboxylate (280 mg) in a mixture of tetrahydrofuran (2 ml), ethanol (1 ml) and water (200 μl) were added triphenylphosphine (14.2 mg), morpholine (125 μl) and tetrakis(triphenylphosphine)palladium(0) (12.2 mg) at room temperature for 3 hours under nitrogen atmosphere. The reaction mixture was poured into a mixture ... Starting materials: CCOC(=O)c1cc(O)c2[nH]nc(C)c2c1, CCOC(C)=O, [H-], CCI, [Na+], CN(C)C=O. Product: CCOC(=O)c1cc(OC)c2[nH]nc(C)c2c1. As a reaction SMILES: [CH3:1][c:2]1[n:3][nH:4][c:5]2[c:6]([OH:16])[cH:7][c:8]([C:11](=[O:12])[O:13][CH2:14][CH3:15])[cH:9][c:10]12.[CH3:27][CH2:28][O:29][C:30]([CH3:31])=[O:32].[H-:18].[I:19][CH2:20][CH3:21].[Na+:17].[O:22]=[CH:23][N:24]([CH3:25])[CH3:26]>>[CH3:1][c:2]1[n:3][nH:4][c:5]2[c:6]([O:16][CH3:20])[cH:7][c:8]([C:11](=[O:12])[O:13][CH2:14][CH3:15])[cH:9][c:10]12. Reactants: NC1=C2CC(NC2=CC=C1)=O (4-amino-1,3-dihydro-2H-indol-2-one), BrCC(=O)OCC1=CC=CC=C1 (benzyl bromoacetate), C([O-])([O-])=O.[Cs+].[Cs+] (cesium carbonate), [I-].[K+] (potassium iodide). Solvent: CN(C)C=O (DMF). Run at temperature 50 celsius, time 4 hour. Yields the product O=C1NC2=CC=CC(=C2C1)NCC(=O)OCC1=CC=CC=C1 (Benzyl N-(2-oxo-2,3-dihydro-1H-indol-4-yl)glycinate). Reaction SMILES: [NH2:1][C:2]1[CH:10]=[CH:9][CH:8]=[C:7]2[C:3]=1[CH2:4][C:5](=[O:11])[NH:6]2.Br[CH2:13][C:14]([O:16][CH2:17][C:18]1[CH:23]=[CH:22][CH:21]=[CH:20][CH:19]=1)=[O:15].C(=O)([O-])[O-].[Cs+].[Cs+].[I-].[K+]>CN(C=O)C>[O:11]=[C:5]1[CH2:4][C:3]2[C:7](=[CH:8][CH:9]=[CH:10][C:2]=2[NH:1][CH2:13][C:14]([O:16][CH2:17][C:18]2[CH:23]=[CH:22][CH:21]=[CH:20][CH:19]=2)=[O:15])[NH:6]1 |f:2.3.4,5.6|. Reported procedure: A mixture of 4-amino-1,3-dihydro-2H-indol-2-one (300 mg, 2.03 mmol), benzyl bromoacetate (0.32 mL, 2.03 mmol), cesium carbonate (660 mg, 2.03 mmol), and potassium iodide (336 mg, 2.03 mmol) in DMF (10 mL) was stirred at 50° C. for 4 h. The cooled reaction mixture was quenched with H2O (10 mL) and extracted with EtOAc (2×15 mL). The combined organic extracts were dried over Na2SO4, filtered, and concentrated in vacuo. The crude product was purified by silica gel chromatography, eluting with a gra... Reactants: Cc1ccccc1C(=O)Nc1ccc(C(=O)Cl)cc1, c1ccc2c(c1)CNc1ccccc1-2, c1ccncc1. As a reaction SMILES: [CH3:15][c:16]1[c:17]([C:18](=[O:19])[NH:20][c:21]2[cH:22][cH:23][c:24]([C:25](=[O:26])[Cl:27])[cH:28][cH:29]2)[cH:30][cH:31][cH:32][cH:33]1.[cH:1]1[cH:2][cH:3][cH:4][c:5]2[c:14]1-[c:13]1[c:8]([cH:9][cH:10][cH:11][cH:12]1)[CH2:7][NH:6]2.[cH:34]1[cH:35][cH:36][n:37][cH:38][cH:39]1>>[cH:1]1[cH:2][cH:3][cH:4][c:5]2[c:14]1-[c:13]1[c:8]([cH:9][cH:10][cH:11][cH:12]1)[CH2:7][N:6]2[C:25]([c:24]1[cH:23][cH:22][c:21]([NH:20][C:18]([c:17]2[c:16]([CH3:15])[cH:33][cH:32][cH:31][cH:30]2)=[O:19])[cH:29][cH:28]1)=[O:26]. Product: Cc1ccccc1C(=O)Nc1ccc(C(=O)N2Cc3ccccc3-c3ccccc32)cc1. Reactants: N,O-dimethyl-hydroxamine hydrochloride, O1C=C(C=C1)C(=O)O (furan-3-carboxylic acid), C(C(=O)Cl)(=O)Cl (oxalyl chloride), Cl (hydrochloride), N1=CC=CC=C1 (pyridine). The reagents and catalysts are CN(C1=CC=NC=C1)C (4-dimethylaminopyridine), N1=CC=CC=C1 (pyridine), CN(C1=CC=NC=C1)C (4-dimethylaminopyridine). Run in C1(=CC=CC=C1)C (toluene), C(Cl)Cl (methylene chloride), C(Cl)Cl (methylene chloride). Conditions: time 12 hour. Yields the product CN(C(=O)C1=COC=C1)OC (3-(N-methyl-N-methoxycarbamoyl)furan). The yield is 39.0%. RXN SMILES: [O:1]1[CH:5]=[CH:4][C:3]([C:6]([OH:8])=O)=[CH:2]1.[C:9](Cl)(=[O:13])C(Cl)=O.Cl.[N:16]1C=CC=C[CH:17]=1>C1(C)C=CC=CC=1.N1C=CC=CC=1.CN(C)C1C=CN=CC=1.C(Cl)Cl>[CH3:17][N:16]([O:13][CH3:9])[C:6]([C:3]1[CH:4]=[CH:5][O:1][CH:2]=1)=[O:8]. Procedure details: To a solution of furan-3-carboxylic acid (26 g, 0.23 mol) in 250 mL of toluene was added 24.15 mL (0.276 mol) of oxalyl chloride and 1 drop of pyridine and the mixture was heated on a steam-bath for 2 h. The mixture was cooled to room temperature, and N,O-dimethylhydroxamine hydrochloride (24.66 g, 0.253 mol), 4-dimethylaminopyridine (DMAP, 1.2 g, 0.01 mol), and 600 mL of methylene chloride were added. The mixture was cooled to 0° C., 50.1 mL of pyridine in 50 mL of methylene chloride was added ...